describe an organic reaction: reactants, conditions, products, and yield From a dataset of the Open Reaction Database (ORD), a public repository of structured organic reaction records. The reactants are [Na] (sodium), OC1=CC=C(C=C1)C1CCOCC1 (4-(p-hydroxyphenyl)-tetrahydropyran), BrC(C(=O)OCC)C (ethyl 2-bromo-propanoate). Run in C(C)O (ethanol), C(C)O (ethanol). Reaction conditions: time 2 hour. Product: O1CCC(CC1)C1=CC=C(OC(C(=O)OCC)C)C=C1 (ethyl 2-[p-(4-tetrahydropyranyl)-phenoxy]-propanoate). Reaction SMILES: [OH:1][C:2]1[CH:7]=[CH:6][C:5]([CH:8]2[CH2:13][CH2:12][O:11][CH2:10][CH2:9]2)=[CH:4][CH:3]=1.[Na].Br[CH:16]([CH3:22])[C:17]([O:19][CH2:20][CH3:21])=[O:18]>C(O)C>[O:11]1[CH2:10][CH2:9][CH:8]([C:5]2[CH:6]=[CH:7][C:2]([O:1][CH:16]([CH3:22])[C:17]([O:19][CH2:20][CH3:21])=[O:18])=[CH:3][CH:4]=2)[CH2:13][CH2:12]1 |^1:13|. Reported procedure: A suspension of 8.9 g of 4-(p-hydroxyphenyl)-tetrahydropyran in 50 ml of ethanol was added to a mixture of 1.15 g of sodium in 100 ml of ethanol and the mixture was stirred for 2 hours at room temperature and was then cooled to 0° C. 7.82 ml of ethyl 2-bromo-propanoate were added to the mixture which was then allowed to return to room temperature and the mixture was refluxed for 5 hours. The mixture was evaporated to dryness and the residue was dissolved in a mixture of 100 ml of ether, 45 ml of... The reactants are Cc1cc(C(C)(C)C)nc(C(C)(C)C)c1, O=C1c2ccccc2C(=O)N1CCCCCO, COC1OC(CO)CC(OCc2ccccc2)C1OCc1ccccc1, ClCCl, O=S(=O)(OS(=O)(=O)C(F)(F)F)C(F)(F)F, [H-], [Na+], O. Product: COC1OC(COCCCCCN2C(=O)c3ccccc3C2=O)CC(OCc2ccccc2)C1OCc1ccccc1. As a reaction SMILES: [C:18]([c:19]1[cH:20][c:21]([CH3:22])[cH:23][c:24]([C:25]([CH3:26])([CH3:27])[CH3:28])[n:29]1)([CH3:30])([CH3:31])[CH3:32].[C:1]1(=[O:17])[c:2]2[c:3]([cH:13][cH:14][cH:15][cH:16]2)[C:4](=[O:12])[N:5]1[CH2:6][CH2:7][CH2:8][CH2:9][CH2:10][OH:11].[CH2:48]([c:49]1[cH:50][cH:51][cH:52][cH:53][cH:54]1)[O:55][CH:56]1[CH:57]([O:58][CH3:59])[O:60][CH:61]([CH2:72][OH:73])[CH2:62][CH:63]1[O:64][CH2:65][c:66]1[cH:67][cH:68][cH:69][cH:70][cH:71]1.[Cl:76][CH2:77][Cl:78].[F:33][C:34]([S:35]([O:36][S:37]([C:38]([F:39])([F:40])[F:41])(=[O:42])=[O:43])(=[O:44])=[O:45])([F:46])[F:47].[H-:74].[Na+:75].[OH2:79]>>[C:1]1(=[O:17])[c:2]2[c:3]([cH:13][cH:14][cH:15][cH:16]2)[C:4](=[O:12])[N:5]1[CH2:6][CH2:7][CH2:8][CH2:9][CH2:10][O:11][CH2:72][CH:61]1[O:60][CH:57]([O:58][CH3:59])[CH:56]([O:55][CH2:48][c:49]2[cH:50][cH:51][cH:52][cH:53][cH:54]2)[CH:63]([O:64][CH2:65][c:66]2[cH:67][cH:68][cH:69][cH:70][cH:71]2)[CH2:62]1.